Dataset: the Open Reaction Database (ORD), a public repository of structured organic reaction records. Task: describe an organic reaction: reactants, conditions, products, and yield The reactants are C(C1=CC=CC=C1)(C1=CC=CC=C1)(C1=CC=CC=C1)NC=1SC=C(N1)/C(/C(=O)N[C@H]1[C@@H]2N(C(=C(CS2)C=P(C2=CC=CC=C2)(C2=CC=CC=C2)C2=CC=CC=C2)C(=O)OCC2=CC=C(C=C2)OC)C1=O)=N/OC(C1=CC=CC=C1)(C1=CC=CC=C1)C1=CC=CC=C1 (4-Methoxyphenylmethyl 7β-[(Z)-2-(2-tritylaminothiazol-4-yl)-2-trityloxyiminoacetamido]-3-(triphenylphosphoranyliden)methyl-3-cephem-4-carboxylate), C1(CC1)C=O (cyclopropanecarboxaldehyde). Run in ClCCl (dichloromethane). Reaction conditions: time 16 hour. Product: C(C1=CC=CC=C1)(C1=CC=CC=C1)(C1=CC=CC=C1)NC=1SC=C(N1)/C(/C(=O)N[C@H]1[C@@H]2N(C(=C(CS2)\C=C/C2CC2)C(=O)OCC2=CC=C(C=C2)OC)C1=O)=N/OC(C1=CC=CC=C1)(C1=CC=CC=C1)C1=CC=CC=C1 (4-Methoxyphenylmethyl 7β-[(Z)-2-(2-tritylaminothiazol-4-yl)-2-trityloxyiminoacetamido]-3-[(Z)-cyclopropylvinyl]-3-cephem-4-carboxylate). Reaction SMILES: [C:1]([NH:20][C:21]1[S:22][CH:23]=[C:24](/[C:26](=[N:71]/[O:72][C:73]([C:86]2[CH:91]=[CH:90][CH:89]=[CH:88][CH:87]=2)([C:80]2[CH:85]=[CH:84][CH:83]=[CH:82][CH:81]=2)[C:74]2[CH:79]=[CH:78][CH:77]=[CH:76][CH:75]=2)/[C:27]([NH:29][C@@H:30]2[C:69](=[O:70])[N:32]3[C:33]([C:57]([O:59][CH2:60][C:61]4[CH:66]=[CH:65][C:64]([O:67][CH3:68])=[CH:63][CH:62]=4)=[O:58])=[C:34]([CH:37]=P(C4C=CC=CC=4)(C4C=CC=CC=4)C4C=CC=CC=4)[CH2:35][S:36][C@H:31]23)=[O:28])[N:25]=1)([C:14]1[CH:19]=[CH:18][CH:17]=[CH:16][CH:15]=1)([C:8]1[CH:13]=[CH:12][CH:11]=[CH:10][CH:9]=1)[C:2]1[CH:7]=[CH:6][CH:5]=[CH:4][CH:3]=1.[CH:92]1([CH:95]=O)[CH2:94][CH2:93]1>ClCCl>[C:1]([NH:20][C:21]1[S:22][CH:23]=[C:24](/[C:26](=[N:71]/[O:72][C:73]([C:80]2[CH:81]=[CH:82][CH:83]=[CH:84][CH:85]=2)([C:74]2[CH:75]=[CH:76][CH:77]=[CH:78][CH:79]=2)[C:86]2[CH:87]=[CH:88][CH:89]=[CH:90][CH:91]=2)/[C:27]([NH:29][C@@H:30]2[C:69](=[O:70])[N:32]3[C:33]([C:57]([O:59][CH2:60][C:61]4[CH:62]=[CH:63][C:64]([O:67][CH3:68])=[CH:65][CH:66]=4)=[O:58])=[C:34](/[CH:37]=[CH:95]\[CH:92]4[CH2:93][CH2:94]4)[CH2:35][S:36][C@H:31]23)=[O:28])[N:25]=1)([C:2]1[CH:3]=[CH:4][CH:5]=[CH:6][CH:7]=1)([C:8]1[CH:13]=[CH:12][CH:11]=[CH:10][CH:9]=1)[C:14]1[CH:19]=[CH:18][CH:17]=[CH:16][CH:15]=1. Reported procedure: 4-Methoxyphenylmethyl 7β-[(Z)-2-(2-tritylaminothiazol-4-yl)-2-trityloxyiminoacetamido]-3-(triphenylphosphoranyliden)methyl-3-cephem-4-carboxylate (8.2 g) and cyclopropanecarboxaldehyde (5 ml) were dissolved in dichloromethane (40 ml), followed by stirring at room temperature for 16 hours. After the solvent was distilled off under reduced pressure, the residue was purified by chromatography on a silica gel column whereby the title compound (1.1 g) was obtained. Starting materials: C(C)(C)(C)OC(=O)N1CCC(CC1)CCC(=O)NCCC1=CC(=C(C=C1)OCC(=O)OCC)OCC(=O)OCC (Diethyl [[4-[2-[3-(1-t-butyloxycarbonylpiperidin-4-yl)propionyl]aminoethyl]-o-phenylene]dioxy]diacetate), [OH-].[Na+] (sodium hydroxide). Product: C(C)(C)(C)OC(=O)N1CCC(CC1)CCC(=O)NCCC1=CC(=C(C=C1)OCC(=O)O)OCC(=O)O ([[4-[2-[3-(1-t-butyloxycarbonylpiperidin-4-yl)propionyl]aminoethyl]-o-phenylene]dioxy]diacetic acid). The yield is 89.6%. RXN SMILES: [C:1]([O:5][C:6]([N:8]1[CH2:13][CH2:12][CH:11]([CH2:14][CH2:15][C:16]([NH:18][CH2:19][CH2:20][C:21]2[CH:26]=[CH:25][C:24]([O:27][CH2:28][C:29]([O:31]CC)=[O:30])=[C:23]([O:34][CH2:35][C:36]([O:38]CC)=[O:37])[CH:22]=2)=[O:17])[CH2:10][CH2:9]1)=[O:7])([CH3:4])([CH3:3])[CH3:2].[OH-].[Na+]>>[C:1]([O:5][C:6]([N:8]1[CH2:9][CH2:10][CH:11]([CH2:14][CH2:15][C:16]([NH:18][CH2:19][CH2:20][C:21]2[CH:26]=[CH:25][C:24]([O:27][CH2:28][C:29]([OH:31])=[O:30])=[C:23]([O:34][CH2:35][C:36]([OH:38])=[O:37])[CH:22]=2)=[O:17])[CH2:12][CH2:13]1)=[O:7])([CH3:4])([CH3:2])[CH3:3] |f:1.2|. Procedure: The compound obtained in the above process (a) (150 mg) was hydrolyzed with 1.3 ml of 1N sodium hydroxide to give 121 mg of the title compound. Reactants: ClC1=C(C=CC=C1)C1=CC=CC(=N1)C (6-(2-chlorophenyl)-2-methylpyridine), CC1=C(C=O)C=CC=C1 (2-methylbenzaldehyde). Product: CC1=C(C=CC=C1)C1=CC=CC(=N1)C (6-(2-methylphenyl)-2-methylpyridine). RXN SMILES: Cl[C:2]1[CH:7]=[CH:6][CH:5]=[CH:4][C:3]=1[C:8]1[N:13]=[C:12]([CH3:14])[CH:11]=[CH:10][CH:9]=1.[CH3:15]C1C=CC=CC=1C=O>>[CH3:15][C:2]1[CH:7]=[CH:6][CH:5]=[CH:4][C:3]=1[C:8]1[N:13]=[C:12]([CH3:14])[CH:11]=[CH:10][CH:9]=1. Procedure: 6-(2-methylphenyl)-2-methylpyridine was prepared substantially according to the procedures of Example 1 for preparing 6-(2-chlorophenyl)-2-methylpyridine except 2-methylbenzaldehyde was used to afford 6-(2-methylphenyl)-2-methylpyridine. Starting materials: CC(O)CO[Si](C)(C)C(C)(C)C, CCN=C=NCCCN(C)C, CN(C)c1ccncc1, ClCCl, Cl, O=C(O)c1ccccc1OCc1ccccc1. Yields the product CC(CO[Si](C)(C)C(C)(C)C)OC(=O)c1ccccc1OCc1ccccc1. RXN SMILES: [C:18]([CH3:19])([CH3:20])([CH3:21])[Si:22]([O:23][CH2:24][CH:25]([CH3:26])[OH:27])([CH3:28])[CH3:29].[CH3:31][N:32]([CH3:33])[CH2:34][CH2:35][CH2:36][N:37]=[C:38]=[N:39][CH2:40][CH3:41].[CH3:42][N:43]([CH3:44])[c:45]1[cH:46][cH:47][n:48][cH:49][cH:50]1.[Cl:51][CH2:52][Cl:53].[ClH:30].[c:1]1([CH2:7][O:8][c:9]2[c:10]([C:11](=[O:12])[OH:13])[cH:14][cH:15][cH:16][cH:17]2)[cH:2][cH:3][cH:4][cH:5][cH:6]1>>[c:1]1([CH2:7][O:8][c:9]2[c:10]([C:11](=[O:12])[O:13][CH:25]([CH2:24][O:23][Si:22]([C:18]([CH3:19])([CH3:20])[CH3:21])([CH3:28])[CH3:29])[CH3:26])[cH:14][cH:15][cH:16][cH:17]2)[cH:2][cH:3][cH:4][cH:5][cH:6]1. Reactants: C[Si](C)(C)CCOCn1ccc2c(-c3noc(-c4cccc(C#N)c4)n3)ccnc21, CO, O=C(O)C(F)(F)F, [NH4+], [OH-]. Yields the product O=C(O)C(F)(F)F, N#Cc1cccc(-c2nc(-c3ccnc4[nH]ccc34)no2)c1. As a reaction SMILES: [CH3:1][Si:2]([CH3:3])([CH3:4])[CH2:5][CH2:6][O:29][CH2:30][n:7]1[cH:8][cH:9][c:10]2[c:11]1[n:12][cH:13][cH:14][c:15]2-[c:16]1[n:17][o:18][c:19](-[c:21]2[cH:22][c:23]([C:24]#[N:25])[cH:26][cH:27][cH:28]2)[n:20]1.[CH3:38][OH:39].[F:31][C:32]([C:33](=[O:34])[OH:35])([F:36])[F:37].[NH4+:40].[OH-:41]>>[F:31][C:32]([C:33](=[O:34])[OH:35])([F:36])[F:37].[nH:7]1[cH:8][cH:9][c:10]2[c:11]1[n:12][cH:13][cH:14][c:15]2-[c:16]1[n:17][o:18][c:19](-[c:21]2[cH:22][c:23]([C:24]#[N:25])[cH:26][cH:27][cH:28]2)[n:20]1. Reactants: O=C([O-])[O-], COS(=O)(=O)OC, CC(C)=O, [K+], [K+], [K], [K], COc1ccc([N+](=O)[O-])c(C=O)c1O. Product: COc1ccc([N+](=O)[O-])c(C=O)c1OC. As a reaction SMILES: [C:16](=[O:17])([O-:18])[O-:19].[CH3:22][O:23][S:24]([O:25][CH3:26])(=[O:27])=[O:28].[CH3:30][C:31](=[O:32])[CH3:33].[K+:20].[K+:21].[K:1].[K:29].[OH:2][c:3]1[c:4]([CH:5]=[O:6])[c:7]([N+:13](=[O:14])[O-:15])[cH:8][cH:9][c:10]1[O:11][CH3:12]>>[O:2]([c:3]1[c:4]([CH:5]=[O:6])[c:7]([N+:13](=[O:14])[O-:15])[cH:8][cH:9][c:10]1[O:11][CH3:12])[CH3:16]. The reactants are NC1=C2N=CN(C2=NC(=N1)CCC(=S)O)CC1=CC=CC=C1 (3-(6-amino-9-benzyl-2-purinyl) thiopropionic acid), S(=O)(Cl)Cl (thionylchloride), CO (methanol). Run in C(Cl)(Cl)Cl (chloroform). Product: COC(CCC1=NC(=C2N=CN(C2=N1)CC1=CC=CC=C1)N)=S (Methyl-3-(6-amino-9-benzyl-2-purinyl)thiopropionate). The yield is 68.0%. As a reaction SMILES: [NH2:1][C:2]1[N:10]=[C:9]([CH2:11][CH2:12][C:13]([OH:15])=[S:14])[N:8]=[C:7]2[C:3]=1[N:4]=[CH:5][N:6]2[CH2:16][C:17]1[CH:22]=[CH:21][CH:20]=[CH:19][CH:18]=1.S(Cl)(Cl)=O.[CH3:27]O>C(Cl)(Cl)Cl>[CH3:27][O:15][C:13](=[S:14])[CH2:12][CH2:11][C:9]1[N:8]=[C:7]2[C:3]([N:4]=[CH:5][N:6]2[CH2:16][C:17]2[CH:22]=[CH:21][CH:20]=[CH:19][CH:18]=2)=[C:2]([NH2:1])[N:10]=1. Procedure details: To 3-(6-amino-9-benzyl-2-purinyl) thiopropionic acid (100 mg, 0.30 mmol) suspended in 10 ml of chloroform was added thionylchloride (0.14 ml, 2 mmol). After refluxing under heating for 1 hour methanol was dropped to the mixture under ice cooling. The solvent was removed in vacuo and the residue was purified by silica gel chromatography (1% methanol/chloroform) to give the subject compound (70 mg, yield 68%).